From a dataset of the Open Reaction Database (ORD), a public repository of structured organic reaction records. describe an organic reaction: reactants, conditions, products, and yield The reactants are ClC1=C(C=CC=C1)C=1C(N1)(C)C (3-(o-chlorophenyl)-2,2-dimethyl-2H-azirine), CN(C1=CC=C(C=O)C=C1)C (p-(dimethylamino)benzaldehyde). The product is ClC1=C(C=CC=C1)C1=NC(OC1C1=CC=C(C=C1)N(C)C)(C)C (4-(o-chlorophenyl)-5-[p-(dimethylamino)phenyl]-2,2-dimethyl-3-oxazoline). Reaction SMILES: [Cl:1][C:2]1[CH:7]=[CH:6][CH:5]=[CH:4][C:3]=1[C:8]1[C:9]([CH3:12])([CH3:11])[N:10]=1.[CH3:13][N:14]([CH3:23])[C:15]1[CH:22]=[CH:21][C:18]([CH:19]=[O:20])=[CH:17][CH:16]=1>>[Cl:1][C:2]1[CH:7]=[CH:6][CH:5]=[CH:4][C:3]=1[C:8]1[CH:19]([C:18]2[CH:21]=[CH:22][C:15]([N:14]([CH3:23])[CH3:13])=[CH:16][CH:17]=2)[O:20][C:9]([CH3:11])([CH3:12])[N:10]=1. Procedure: According to the procedure described in Example 1, from 30 g of 3-(o-chlorophenyl)-2,2-dimethyl-2H-azirine and 24 g of p-(dimethylamino)benzaldehyde there was obtained 4-(o-chlorophenyl)-5-[p-(dimethylamino)phenyl]-2,2-dimethyl-3-oxazoline which melted at 72.5°-73.5° C. after drying for 4 hours at 35° C. and 13 Torr. Starting materials: FC1=CC=C(CCN2CCC(CC2)N2CCC3=CC=C(C=C23)CN2C(CCC2)=O)C=C1 (1-[1-(4-Fluorophenethyl)piperidin-4-yl]-6-(2-pyrrolidon-1-yl) methylindoline). Reagents/catalysts: [O-2].[O-2].[Mn+4] (manganese dioxide). The solvent is C(Cl)(Cl)Cl (chloroform). Product: FC1=CC=C(CCN2CCC(CC2)N2C=CC3=CC=C(C=C23)CN2C(CCC2)=O)C=C1 (1-[1-(4-fluorophenethyl)piperidin-4-yl]-6-(2-pyrrolidon-1-yl)methylindole). Isolated yield 86.7%. RXN SMILES: [F:1][C:2]1[CH:31]=[CH:30][C:5]([CH2:6][CH2:7][N:8]2[CH2:13][CH2:12][CH:11]([N:14]3[C:22]4[C:17](=[CH:18][CH:19]=[C:20]([CH2:23][N:24]5[CH2:28][CH2:27][CH2:26][C:25]5=[O:29])[CH:21]=4)[CH2:16][CH2:15]3)[CH2:10][CH2:9]2)=[CH:4][CH:3]=1>[O-2].[O-2].[Mn+4].C(Cl)(Cl)Cl>[F:1][C:2]1[CH:3]=[CH:4][C:5]([CH2:6][CH2:7][N:8]2[CH2:9][CH2:10][CH:11]([N:14]3[C:22]4[C:17](=[CH:18][CH:19]=[C:20]([CH2:23][N:24]5[CH2:28][CH2:27][CH2:26][C:25]5=[O:29])[CH:21]=4)[CH:16]=[CH:15]3)[CH2:12][CH2:13]2)=[CH:30][CH:31]=1 |f:1.2.3|. Procedure details: 1-[1-(4-Fluorophenethyl)piperidin-4-yl]-6-(2-pyrrolidon-1-yl) methylindoline (80 mg) obtained in Example 202, activated manganese dioxide (400 mg) and chloroform (10 ml) were treated as in Example 285 to give the title compound (69 mg) as an oil. This oil was then crystallized from ethyl acetate by using oxalic acid (13 mg) to give the oxalate (54 mg) of the title compound as a white powder (yield: 61%).